This data is from the Open Reaction Database (ORD), a public repository of structured organic reaction records. The task is: describe an organic reaction: reactants, conditions, products, and yield Starting materials: CCn1ncc2c(NCC3CCCCC3)c3cc(C(=O)OC)ccc3nc21, CCO, [K+], [OH-], O. The product is CCn1ncc2c(NCC3CCCCC3)c3cc(C(=O)O)ccc3nc21. Reaction SMILES: [CH2:1]([CH3:2])[n:3]1[n:4][cH:5][c:6]2[c:7]1[n:8][c:9]1[cH:10][cH:11][c:12]([C:24](=[O:25])[O:26][CH3:27])[cH:13][c:14]1[c:15]2[NH:16][CH2:17][CH:18]1[CH2:19][CH2:20][CH2:21][CH2:22][CH2:23]1.[CH3:28][CH2:29][OH:30].[K+:32].[OH-:31].[OH2:33]>>[CH2:1]([CH3:2])[n:3]1[n:4][cH:5][c:6]2[c:7]1[n:8][c:9]1[cH:10][cH:11][c:12]([C:24](=[O:25])[OH:26])[cH:13][c:14]1[c:15]2[NH:16][CH2:17][CH:18]1[CH2:19][CH2:20][CH2:21][CH2:22][CH2:23]1. Reactants: ClCCCI (1-chloro-3-iodopropane), resultant mixture, C(C)(=O)C1=CC=C(C#N)C=C1 (4-acetylbenzonitrile), C[Si](C)(C)[N-][Si](C)(C)C.[Li+] (lithium bis(trimethylsilyl)amide), O (water). Solvent: O1CCCC1 (tetrahydrofuran), O1CCCC1 (tetrahydrofuran). Reaction conditions: time 30 minute. The product is ClCCCCC(=O)C1=CC=C(C#N)C=C1 (4-(5-chloro-1-oxopentyl)benzonitrile). Reaction SMILES: [C:1]([C:4]1[CH:11]=[CH:10][C:7]([C:8]#[N:9])=[CH:6][CH:5]=1)(=[O:3])[CH3:2].C[Si]([N-][Si](C)(C)C)(C)C.[Li+].[Cl:22][CH2:23][CH2:24][CH2:25]I.O>O1CCCC1>[Cl:22][CH2:23][CH2:24][CH2:25][CH2:2][C:1]([C:4]1[CH:11]=[CH:10][C:7]([C:8]#[N:9])=[CH:6][CH:5]=1)=[O:3] |f:1.2|. Reported procedure: 1 g (6.9 mmol) of 4-acetylbenzonitrile was dissolved in 8 ml of tetrahydrofuran. 9 ml of lithium bis(trimethylsilyl)amide (1 M solution in hexane) was gradually added to the solution at −70° C. and they were stirred for 30 minutes. 1.43 g (7 mmol) of 1-chloro-3-iodopropane dissolved in 6 ml of tetrahydrofuran was added thereto, and the resultant mixture was stirred at room temperature overnight. The reaction liquid was poured into water. After the extraction with ethyl acetate, the extract was w... The product is NCC(c1ccccc1)C(c1ccccc1)c1ccccc1. Reactants: [Al+3], C1CCOC1, [H-], [H-], [H-], [H-], [Li+], [Mg+2], [Na+], O=S(=O)([O-])[O-], [OH-], O, N#CC(c1ccccc1)C(c1ccccc1)c1ccccc1. RXN SMILES: [Al+3:24].[CH2:37]1[O:38][CH2:39][CH2:40][CH2:41]1.[H-:23].[H-:26].[H-:27].[H-:28].[Li+:25].[Mg+2:31].[Na+:30].[O-:32][S:33](=[O:34])(=[O:35])[O-:36].[OH-:29].[OH2:42].[c:1]1([CH:7]([C:8]#[N:9])[CH:10]([c:11]2[cH:12][cH:13][cH:14][cH:15][cH:16]2)[c:17]2[cH:18][cH:19][cH:20][cH:21][cH:22]2)[cH:2][cH:3][cH:4][cH:5][cH:6]1>>[c:1]1([CH:7]([CH2:8][NH2:9])[CH:10]([c:11]2[cH:12][cH:13][cH:14][cH:15][cH:16]2)[c:17]2[cH:18][cH:19][cH:20][cH:21][cH:22]2)[cH:2][cH:3][cH:4][cH:5][cH:6]1. Reactants: Cl.COC(=O)CCNC(C1=CC(=C(C=C1)NCCCN1CCSCC1)N)=O (3-amino-4-(3-thiomorpholino-propylamino)-benzoic acid-[N-(2-methoxycarbonyl-ethyl)-amide]-hydrochloride), C(C)(=O)OCC.C(C)O (ethyl acetate ethanol). Yields the product COC(=O)CCNC(C1=CC(=C(C=C1)NCCCCCCCCCCCCCC)N)=O (3-amino-4-n-tetradecylamino-benzoic acid-[N-(2-methoxycarbonyl-ethyl)-amide]). Reaction SMILES: Cl.[CH3:2][O:3][C:4]([CH2:6][CH2:7][NH:8][C:9](=[O:27])[C:10]1[CH:15]=[CH:14][C:13]([NH:16][CH2:17][CH2:18][CH2:19]N2CCSCC2)=[C:12]([NH2:26])[CH:11]=1)=[O:5].C(O[CH2:32][CH3:33])(=O)C.[CH2:34](O)[CH3:35]>>[CH3:2][O:3][C:4]([CH2:6][CH2:7][NH:8][C:9](=[O:27])[C:10]1[CH:15]=[CH:14][C:13]([NH:16][CH2:17][CH2:18][CH2:19][CH2:9][CH2:10][CH2:11][CH2:12][CH2:13][CH2:14][CH2:15][CH2:34][CH2:35][CH2:32][CH3:33])=[C:12]([NH2:26])[CH:11]=1)=[O:5] |f:0.1,2.3|. Reported procedure: The same procedure is used as in (2). Rf value: 0.55 (silica gel; ethyl acetate/ethanol=50:2) Reactants: C1CCNCC1, COc1cc(CCCCCC2OCCO2)ccc1OCc1nc(-c2ccccc2)oc1C, CC(=O)O, O=C1COC(=O)N1. Product: COc1cc(CCCCCC=C2OC(=O)NC2=O)ccc1OCc1nc(-c2ccccc2)oc1C. RXN SMILES: [CH2:40]1[CH2:41][CH2:42][NH:43][CH2:44][CH2:45]1.[CH3:1][O:2][c:3]1[cH:4][c:5]([CH2:23][CH2:24][CH2:25][CH2:26][CH2:27][CH:28]2[O:29][CH2:30][CH2:31][O:32]2)[cH:6][cH:7][c:8]1[O:9][CH2:10][c:11]1[n:12][c:13](-[c:17]2[cH:18][cH:19][cH:20][cH:21][cH:22]2)[o:14][c:15]1[CH3:16].[CH3:46][C:47](=[O:48])[OH:49].[O:33]1[C:34](=[O:39])[NH:35][C:36](=[O:38])[CH2:37]1>>[CH3:1][O:2][c:3]1[cH:4][c:5]([CH2:23][CH2:24][CH2:25][CH2:26][CH2:27][CH:28]=[C:37]2[O:33][C:34](=[O:39])[NH:35][C:36]2=[O:38])[cH:6][cH:7][c:8]1[O:9][CH2:10][c:11]1[n:12][c:13](-[c:17]2[cH:18][cH:19][cH:20][cH:21][cH:22]2)[o:14][c:15]1[CH3:16].